This data is from the Open Reaction Database (ORD), a public repository of structured organic reaction records. The task is: describe an organic reaction: reactants, conditions, products, and yield Reactants: CC(C)([O-])C.[K+] (potassium tert-butoxide), ClC1=CC2=C(C=N1)C(=NN2C(C2=CC=CC=C2)(C2=CC=CC=C2)C2=CC=CC=C2)C2=CC=C(C=C2)F (6-Chloro-3-(4-fluorophenyl)-1-trityl-1H-pyrazolo[4,3-c]pyridine), C(N)(OC(C)(C)C)=O (tert-butyl carbamate), chloro(2-di-t-butylphosphino-2′,4′,6′-tri-i-propyl-1,1′-biphenyl)[2-(2-aminoethyl)phenyl]palladium(II). Yields the product FC1=CC=C(C=C1)C1=NN(C2=C1C=NC(=C2)NC(OC(C)(C)C)=O)C(C2=CC=CC=C2)(C2=CC=CC=C2)C2=CC=CC=C2 (tert-butyl (3-(4-fluorophenyl)-1-trityl-1H-pyrazolo[4,3-c]pyridin-6-yl)carbamate). Procedure details: 6-Chloro-3-(4-fluorophenyl)-1-trityl-1H-pyrazolo[4,3-c]pyridine (1.48 g, 3.02 mmol), tert-butyl carbamate (1.062 g, 9.06 mmol), and chloro(2-di-t-butylphosphino-2′,4′,6′-tri-i-propyl-1,1′-biphenyl)[2-(2-aminoethyl)phenyl]palladium(II) (0.249 g, 0.362 mmol) was dissolved in THF (30 mL) then potassium tert-butoxide (6.65 mL, 6.65 mmol, 1 M in THF) was added. The reaction mixture was purged under argon for five minutes then heated to 80° C. and stirred overnight. The reaction mixture was diluted wi... Yield: 23.4%. As a reaction SMILES: Cl[C:2]1[N:7]=[CH:6][C:5]2[C:8]([C:30]3[CH:35]=[CH:34][C:33]([F:36])=[CH:32][CH:31]=3)=[N:9][N:10]([C:11]([C:24]3[CH:29]=[CH:28][CH:27]=[CH:26][CH:25]=3)([C:18]3[CH:23]=[CH:22][CH:21]=[CH:20][CH:19]=3)[C:12]3[CH:17]=[CH:16][CH:15]=[CH:14][CH:13]=3)[C:4]=2[CH:3]=1.[C:37](=[O:44])([O:39][C:40]([CH3:43])([CH3:42])[CH3:41])[NH2:38].CC(C)([O-])C.[K+]>C1COCC1>[F:36][C:33]1[CH:32]=[CH:31][C:30]([C:8]2[C:5]3[CH:6]=[N:7][C:2]([NH:38][C:37](=[O:44])[O:39][C:40]([CH3:43])([CH3:42])[CH3:41])=[CH:3][C:4]=3[N:10]([C:11]([C:24]3[CH:25]=[CH:26][CH:27]=[CH:28][CH:29]=3)([C:12]3[CH:13]=[CH:14][CH:15]=[CH:16][CH:17]=3)[C:18]3[CH:19]=[CH:20][CH:21]=[CH:22][CH:23]=3)[N:9]=2)=[CH:35][CH:34]=1 |f:2.3|. Reaction conditions: temperature 80 celsius, time 8 hour. Run in C1CCOC1 (THF). RXN SMILES: [C:20](=[O:21])([O-:22])[O-:23].[CH3:27][N:28]([CH3:29])[CH:30]=[O:31].[Cl:1][c:2]1[c:3]([N+:9](=[O:10])[O-:11])[cH:4][c:5]([OH:8])[cH:6][cH:7]1.[ClH:26].[Cs+:24].[Cs+:25].[OH:12][c:13]1[cH:14][cH:15][c:16]([SH:19])[cH:17][cH:18]1>>[c:2]1([S:19][c:16]2[cH:15][cH:14][c:13]([OH:12])[cH:18][cH:17]2)[c:3]([N+:9](=[O:10])[O-:11])[cH:4][c:5]([OH:8])[cH:6][cH:7]1. Starting materials: O=C([O-])[O-], CN(C)C=O, O=[N+]([O-])c1cc(O)ccc1Cl, Cl, [Cs+], [Cs+], Oc1ccc(S)cc1. The product is O=[N+]([O-])c1cc(O)ccc1Sc1ccc(O)cc1. Starting materials: COC1=CC2=C(CC(C3=C(S2)C=CC(=C3)C(C(=O)N)C)=O)C=C1 (2-(10,11-dihydro-7-methoxy-11-oxodibenzo[b,f]thiepin-2-yl)-propionamide), C(C)O (ethanol), [OH-].[K+] (potassium hydroxide). Isolated yield 33.0%. Procedure details: To a mixture of 393 mg of 2-(10,11-dihydro-7-methoxy-11-oxodibenzo[b,f]thiepin-2-yl)-propionamide and 12 ml of ethanol was added 1.2 g of potassium hydroxide in 3 ml of water, and the mixture was refluxed with stirring for 7.5 hours. The solvent or ethanol was removed by distillation to obtain a mixture, to which was added water, and the resulting mixture was washed with benzene. The aqueous layer was acidified with hydrochloric acid and extracted with ethyl acetate. The extract was washed with ... Run in O (water), O (water). The product is COC1=CC2=C(CC(C3=C(S2)C=CC(=C3)C(C(=O)O)C)=O)C=C1 (2-(10,11-dihydro-7-methoxy-11-oxodibenzo[b,f]thiepin-2-yl)-propionic acid). Conditions: time 7.5 hour. Reaction SMILES: [CH3:1][O:2][C:3]1[CH:23]=[CH:22][C:6]2[CH2:7][C:8](=[O:21])[C:9]3[CH:15]=[C:14]([CH:16]([CH3:20])[C:17](N)=[O:18])[CH:13]=[CH:12][C:10]=3[S:11][C:5]=2[CH:4]=1.C([OH:26])C.[OH-].[K+]>O>[CH3:1][O:2][C:3]1[CH:23]=[CH:22][C:6]2[CH2:7][C:8](=[O:21])[C:9]3[CH:15]=[C:14]([CH:16]([CH3:20])[C:17]([OH:26])=[O:18])[CH:13]=[CH:12][C:10]=3[S:11][C:5]=2[CH:4]=1 |f:2.3|. Starting materials: CCOC(=O)C(=Cc1ccc(OC)c(OC)c1)C(C)=O, CCOC(C)=O. The product is CCOC(=O)C(Cc1ccc(OC)c(OC)c1)C(C)=O. As a reaction SMILES: [CH3:1][O:2][c:3]1[cH:4][c:5]([CH:6]=[C:7]([C:8](=[O:9])[O:10][CH2:11][CH3:12])[C:13](=[O:14])[CH3:15])[cH:16][cH:17][c:18]1[O:19][CH3:20].[CH3:21][CH2:22][O:23][C:24](=[O:25])[CH3:26]>>[CH3:1][O:2][c:3]1[cH:4][c:5]([CH2:6][CH:7]([C:8](=[O:9])[O:10][CH2:11][CH3:12])[C:13](=[O:14])[CH3:15])[cH:16][cH:17][c:18]1[O:19][CH3:20]. Starting materials: C1(CC1)C=1C=CC(=NC1OCC1CC1)C(=O)O (5-cyclopropyl-6-cyclopropylmethoxy-pyridine-2-carboxylic acid), Cl.FC(C1(CNCC1)O)(F)F (3-(trifluoromethyl)pyrrolidin-3-ol hydrochloride). The product is C1(CC1)C=1C=CC(=NC1OCC1CC1)C(=O)N1CC(CC1)(C(F)(F)F)O ([5-Cyclopropyl-6-(cyclopropylmethoxy)pyridin-2-yl]-[3-hydroxy-3-(trifluoromethyl)pyrrolidin-1-yl]methanone). Isolated yield 47.3%. Reaction SMILES: [CH:1]1([C:4]2[CH:5]=[CH:6][C:7]([C:15]([OH:17])=O)=[N:8][C:9]=2[O:10][CH2:11][CH:12]2[CH2:14][CH2:13]2)[CH2:3][CH2:2]1.Cl.[F:19][C:20]([F:28])([F:27])[C:21]1([OH:26])[CH2:25][CH2:24][NH:23][CH2:22]1>>[CH:1]1([C:4]2[CH:5]=[CH:6][C:7]([C:15]([N:23]3[CH2:24][CH2:25][C:21]([OH:26])([C:20]([F:28])([F:27])[F:19])[CH2:22]3)=[O:17])=[N:8][C:9]=2[O:10][CH2:11][CH:12]2[CH2:13][CH2:14]2)[CH2:2][CH2:3]1 |f:1.2|. Procedure details: In analogy to the procedure described in Example 127 e), 5-cyclopropyl-6-cyclopropylmethoxy-pyridine-2-carboxylic acid (Example 3 c, 20 mg, 85.7 μmol) was reacted with 3-(trifluoromethyl)pyrrolidin-3-ol hydrochloride (CAN 1334147-81-7, 19.7 mg, 103 μmol) to obtain the title compound (15 mg, 47%) as colorless liquid, MS (EI): m/e=371.3 [MH+]. Reactants: BrCC(=O)OC(C)(C)C (tert-Butyl bromoacetate), C(#N)C=1C=C(C=CC1)O (3-cyanophenol), C([O-])([O-])=O.[K+].[K+] (potassium carbonate). Solvent: CN(C)C=O (DMF). The product is C(#N)C=1C=C(OCC(=O)OC(C)(C)C)C=CC1 (tert-Butyl (3-cyanophenoxy)acetate). Yield: 99.0%. Reaction SMILES: Br[CH2:2][C:3]([O:5][C:6]([CH3:9])([CH3:8])[CH3:7])=[O:4].[C:10]([C:12]1[CH:13]=[C:14]([OH:18])[CH:15]=[CH:16][CH:17]=1)#[N:11].C(=O)([O-])[O-].[K+].[K+]>CN(C=O)C>[C:10]([C:12]1[CH:13]=[C:14]([CH:15]=[CH:16][CH:17]=1)[O:18][CH2:2][C:3]([O:5][C:6]([CH3:9])([CH3:8])[CH3:7])=[O:4])#[N:11] |f:2.3.4|. Procedure details: tert-Butyl bromoacetate (9.01 g, 46 mmol) was dropwise added to a mixture of 3-cyanophenol (5.0 g, 42 mmol), potassium carbonate (13.82 g, 100 mmol) and DMF (40 ml) while stirring. After stirring for 8 hours, the mixture was poured onto ice water followed by extraction with ethyl ether. The extract was washed with saturated brine. After drying over anhydrous magnesium sulfate, the solvent was concentrated under reduced pressure. The residue was applied to column chromatography using silica gel (... Reactants: CN1N=C(C=2N=C(NC(C21)=O)C=2C=C(C=NC2OCCC)N(S(=O)(=O)C)S(=O)(=O)C)CCC (N-[5-(1-Methyl-7-oxo-3-propyl-6,7-dihydro-1H-pyrazolo[4,3-d]pyrimidin-5-yl)-6-propoxy-3-pyridinyl]-N-(methylsulfonyl)methanesulfonamide), [OH-].[K+] (KOH). Solvent: C(CC)O (propanol). Yields the product CN1N=C(C=2N=C(NC(C21)=O)C=2C=C(C=NC2OCCC)NS(=O)(=O)C)CCC (N-[5-(1-Methyl-7-oxo-3-propyl-6,7-dihydro-1H-pyrazolo[4,3-d]pyrimidin-5-yl)-6-propoxy-3-pyridinyl]methanesulfonamide). Yield: 60.0%. RXN SMILES: [CH3:1][N:2]1[C:10]2[C:9](=[O:11])[NH:8][C:7]([C:12]3[CH:13]=[C:14]([N:22](S(C)(=O)=O)[S:23]([CH3:26])(=[O:25])=[O:24])[CH:15]=[N:16][C:17]=3[O:18][CH2:19][CH2:20][CH3:21])=[N:6][C:5]=2[C:4]([CH2:31][CH2:32][CH3:33])=[N:3]1.[OH-].[K+]>C(O)CC>[CH3:1][N:2]1[C:10]2[C:9](=[O:11])[NH:8][C:7]([C:12]3[CH:13]=[C:14]([NH:22][S:23]([CH3:26])(=[O:24])=[O:25])[CH:15]=[N:16][C:17]=3[O:18][CH2:19][CH2:20][CH3:21])=[N:6][C:5]=2[C:4]([CH2:31][CH2:32][CH3:33])=[N:3]1 |f:1.2|. Procedure details: The title compound of Example 76 (56 mg, 0.1 mmol) was dissolved in propanol (1.4 mL) and aq. KOH solution (1 M, 0.14 mL) and the mixture heated to 45° C. for 2.5 h. The reaction mixture was concentrated in vacuo and the residue diluted with water (2 mL) and acidified to pH 2-3 with conc. hydrochloric acid to afford a precipitate which was removed by filtration, washed with water and diethyl ether before drying to give the title compound as an off-white solid (26 mg, 0.06 mmol). The reactants are C(CNC(=O)C1=CC=CC=C1)(=O)O (hippuric acid), C(C)(=O)OC(C)=O (acetic anhydride). Yields the product C1(=CC=CC=C1)C1OC(C=N1)=O (2-Phenyl-5-oxazolone). As a reaction SMILES: [C:1]([OH:13])(=[O:12])[CH2:2][NH:3][C:4]([C:6]1[CH:11]=[CH:10][CH:9]=[CH:8][CH:7]=1)=O.C(OC(=O)C)(=O)C>>[C:6]1([CH:4]2[N:3]=[CH:2][C:1](=[O:12])[O:13]2)[CH:7]=[CH:8][CH:9]=[CH:10][CH:11]=1. Procedure details: The title compound was prepared by the dehydration of hippuric acid with acetic anhydride according to the procedure of Bullerwell and Lawson, [J. Chem. Soc. (1952), 1350], mp 91.5°-93.5° C. (lit. 91° C). The reactants are ClC=1C=CC=2N(N1)C(=CN2)C(=O)C=2C=C1C=NN(C1=CC2F)C ((6-chloro-imidazo[1,2-b]pyridazin-3-yl)-(6-fluoro-1-methyl-1H-indazol-5-yl)-methanone), C[Mg]Br (methyl magnesium bromide). Run in C1CCOC1 (THF). Conditions: temperature 38 celsius, time 20 minute. Yields the product ClC=1C=CC=2N(N1)C(=CN2)C(C)(O)C=2C=C1C=NN(C1=CC2F)C ((rac)-1-(6-Chloro-imidazo[1,2-b]pyridazin-3-yl)-1-(6-fluoro-1-methyl-1H-indazol-5-yl)ethanol). Reaction SMILES: [Cl:1][C:2]1[CH:3]=[CH:4][C:5]2[N:6]([C:8]([C:11]([C:13]3[CH:14]=[C:15]4[C:19](=[CH:20][C:21]=3[F:22])[N:18]([CH3:23])[N:17]=[CH:16]4)=[O:12])=[CH:9][N:10]=2)[N:7]=1.[CH3:24][Mg]Br>C1COCC1>[Cl:1][C:2]1[CH:3]=[CH:4][C:5]2[N:6]([C:8]([C:11]([C:13]3[CH:14]=[C:15]4[C:19](=[CH:20][C:21]=3[F:22])[N:18]([CH3:23])[N:17]=[CH:16]4)([OH:12])[CH3:24])=[CH:9][N:10]=2)[N:7]=1. Procedure: To a stirred suspension of (6-chloro-imidazo[1,2-b]pyridazin-3-yl)-(6-fluoro-1-methyl-1H-indazol-5-yl)-methanone ((ii), 25.45 g, 74 mmol) and THF (4 L) was added methyl magnesium bromide (3 M, 43 mL) at 38° C. during 15 min. The mixture was stirred at 38° C. for 20 min. The RM was cooled to RT, quenched with 1M NaHCO3 and extracted with EtOAc (3×). The organic layers were washed with brine, dried over Na2SO4, filtered and concentrated. The title compound was obtained after crystallization in DCM... The reactants are [N+](=O)([O-])C1=CC=CC=2C(C3=CC=CC(=C3C(C12)=O)[N+](=O)[O-])=O (1,8-dinitroanthraquinone), [N+](=O)(O)[O-] (nitric acid), [N+](=O)(O)[O-] (nitric acid), [N+](=O)(O)[O-] (nitric acid), C1=CC=CC=2C(C3=CC=CC=C3C(C12)=O)=O (anthraquinone), [N+](=O)(O)[O-] (nitric acid), [N+](=O)(O)[O-] (nitric acid). Solvent: S(O)(O)(=O)=O (sulphuric acid), OS(=O)(=O)O (H2SO4), S(O)(O)(=O)=O (sulfuric acid). The product is [N+](=O)([O-])C1=CC=CC=2C(C3=C(C=CC=C3C(C12)=O)[N+](=O)[O-])=O (1,5-dinitroanthraquinone). Yield: 30.0%. RXN SMILES: [N+:1]([C:4]1[C:17]2[C:16](=[O:18])[C:15]3[C:10](=[CH:11][CH:12]=[CH:13][C:14]=3[N+]([O-])=O)[C:9](=[O:22])[C:8]=2[CH:7]=[CH:6][CH:5]=1)([O-:3])=[O:2].C1C2C(=O)C3C(=CC=CC=3)C(=O)C=2C=CC=1.[N+:39]([O-])([OH:41])=[O:40]>OS(O)(=O)=O>[N+:39]([C:11]1[C:10]2[C:9](=[O:22])[C:8]3[C:17](=[C:4]([N+:1]([O-:3])=[O:2])[CH:5]=[CH:6][CH:7]=3)[C:16](=[O:18])[C:15]=2[CH:14]=[CH:13][CH:12]=1)([O-:41])=[O:40]. Reported procedure: Similarly, there has hitherto been no commercially and economically practicable process for the production of pure 1,8-dinitroanthraquinone. It is known that the commercially very important α,α-dinitration products of anthraquinone can be obtained in particularly high yields by nitration in concentrated nitric acid. Since the quantity of nitric acid required for this process is not appreciably higher than the quantity of sulphuric acid required for dinitration in H2SO4, nitric acid is economical...